From a dataset of the Open Reaction Database (ORD), a public repository of structured organic reaction records. describe an organic reaction: reactants, conditions, products, and yield RXN SMILES: [F:23][c:24]1[c:25]([S:31](=[O:32])(=[O:33])[Cl:34])[cH:26][c:27]([F:30])[cH:28][cH:29]1.[NH2:1][c:2]1[c:3]([F:22])[c:4](-[c:9]2[n:10][nH:11][cH:12][c:13]2-[c:14]2[cH:15][c:16]([NH:20][CH3:21])[n:17][cH:18][cH:19]2)[c:5]([F:8])[cH:6][cH:7]1.[cH:35]1[cH:36][cH:37][n:38][cH:39][cH:40]1>>[NH:1]([c:2]1[c:3]([F:22])[c:4](-[c:9]2[n:10][nH:11][cH:12][c:13]2-[c:14]2[cH:15][c:16]([NH:20][CH3:21])[n:17][cH:18][cH:19]2)[c:5]([F:8])[cH:6][cH:7]1)[S:31]([c:25]1[c:24]([F:23])[cH:29][cH:28][c:27]([F:30])[cH:26]1)(=[O:32])=[O:33]. The reactants are O=S(=O)(Cl)c1cc(F)ccc1F, CNc1cc(-c2c[nH]nc2-c2c(F)ccc(N)c2F)ccn1, c1ccncc1. The product is CNc1cc(-c2c[nH]nc2-c2c(F)ccc(NS(=O)(=O)c3cc(F)ccc3F)c2F)ccn1. The reactants are FC1=CC=C(CNC=2C=CC(=NC2)C(=O)N)C=C1 (5-(p-fluorobenzylamino)-pyridine-2-carboxamide), [OH-].[K+] (potassium hydroxide). Solvent: C(CC)O (n-propanol), O (water), C(CC)O (n-propanol). Yields the product FC1=CC=C(CNC=2C=CC(=NC2)C(=O)O)C=C1 (5-(p-fluorobenzylamino)-pyridine-2-carboxylic acid). RXN SMILES: [F:1][C:2]1[CH:18]=[CH:17][C:5]([CH2:6][NH:7][C:8]2[CH:9]=[CH:10][C:11]([C:14](N)=[O:15])=[N:12][CH:13]=2)=[CH:4][CH:3]=1.[OH-:19].[K+]>C(O)CC.O>[F:1][C:2]1[CH:18]=[CH:17][C:5]([CH2:6][NH:7][C:8]2[CH:9]=[CH:10][C:11]([C:14]([OH:19])=[O:15])=[N:12][CH:13]=2)=[CH:4][CH:3]=1 |f:1.2|. Procedure details: 0.245 g of 5-(p-fluorobenzylamino)-pyridine-2-carboxamide are dissolved in 2.5 ml of warm n-propanol, the solution is combined with 2.5 ml of 20% aqueous potassium hydroxide and the mixture is heated on a steam bath for 16 hours. It is diluted with water and most of the n-propanol removed with a stream of nitrogen. The hot solution is filtered and the pH of the filtrate adjusted to 4 with hydrochloric acid. The precipitate formed is collected, redissolved in aqueous sodium bicarbonate, the solut... Starting materials: Cl.Cl.Cl.ClC=1C=NC=2NC=3C=NC=C(CCC4=C(C=CC(NC1N2)=C4)N)C3 (6-chloro-2,4,8,18,22-pentaazatetracyclo[14.3.1.1(3,7).1(9,13)]docosa-1(20),3(22),4,6,9(21),10,12,16,18-nonaen-12-amine trihydrochloride), C(OC1=CC=CC=C1)(=O)Cl (carbonochloridic acid, phenyl ester). Solvent: N1=CC=CC=C1 (pyridine). Run at time 8 hour. Product: ClC=1C=NC=2NC=3C=NC=C(CCC4=C(C=CC(NC1N2)=C4)NC(OC4=CC=CC=C4)=O)C3 (Phenyl [6-chloro-2,4,8,18,22-pentaazatetracyclo[14.3.1.1(3,7).1(9,13)]docosa-1(20),3(22),4,6,9(21),10,12,16,18-nonaen-12-yl]carbamate). Yield: 97.7%. Reaction SMILES: Cl.Cl.Cl.[Cl:4][C:5]1[CH:6]=[N:7][C:8]2[NH:9][C:10]3[CH:11]=[N:12][CH:13]=[C:14]([CH:27]=3)[CH2:15][CH2:16][C:17]3[CH:25]=[C:21]([NH:22][C:23]=1[N:24]=2)[CH:20]=[CH:19][C:18]=3[NH2:26].[C:28](Cl)(=[O:36])[O:29][C:30]1[CH:35]=[CH:34][CH:33]=[CH:32][CH:31]=1>N1C=CC=CC=1>[Cl:4][C:5]1[CH:6]=[N:7][C:8]2[NH:9][C:10]3[CH:11]=[N:12][CH:13]=[C:14]([CH:27]=3)[CH2:15][CH2:16][C:17]3[CH:25]=[C:21]([NH:22][C:23]=1[N:24]=2)[CH:20]=[CH:19][C:18]=3[NH:26][C:28](=[O:36])[O:29][C:30]1[CH:35]=[CH:34][CH:33]=[CH:32][CH:31]=1 |f:0.1.2.3|. Reported procedure: To a solution of 6-chloro-2,4,8,18,22-pentaazatetracyclo[14.3.1.1(3,7).1(9,13)]docosa-1(20),3(22),4,6,9(21),10,12,16,18-nonaen-12-amine trihydrochloride (100.0 mg, 0.223 mmol) in pyridine (1 mL) was added carbonochloridic acid, phenyl ester (42.0 μL, 0.335 mmol). The reaction solution was stirred at room temperature overnight. The reaction solution was concentrated and diluted with water. The resulting precipitate was filtered and dried under vacuum to give the desired product (100 mg, 88%). LCM... The reactants are CO (MeOH), C(C)(C)(C)OC(=O)N1CCN(CC1)C1=CC=C(C(=O)O)C=C1 (4-(4-(tert-Butoxycarbonyl)piperazin-1-yl)benzoic acid), B.C1CCOC1 (BH3.THF), B.C1CCOC1 (BH3.THF). Solvent: C1CCOC1 (THF). Conditions: time 2 hour. Yields the product OCC1=CC=C(C=C1)N1CCN(CC1)C(=O)OC(C)(C)C (tert-Butyl 4-(4-(hydroxymethyl)phenyl)piperazine-1-carboxylate). Reaction SMILES: [C:1]([O:5][C:6]([N:8]1[CH2:13][CH2:12][N:11]([C:14]2[CH:22]=[CH:21][C:17]([C:18](O)=[O:19])=[CH:16][CH:15]=2)[CH2:10][CH2:9]1)=[O:7])([CH3:4])([CH3:3])[CH3:2].B.C1COCC1.CO>C1COCC1>[OH:19][CH2:18][C:17]1[CH:16]=[CH:15][C:14]([N:11]2[CH2:10][CH2:9][N:8]([C:6]([O:5][C:1]([CH3:4])([CH3:3])[CH3:2])=[O:7])[CH2:13][CH2:12]2)=[CH:22][CH:21]=1 |f:1.2|. Procedure details: 4-(4-(tert-Butoxycarbonyl)piperazin-1-yl)benzoic acid (10 g, 32.64 mmol) was dissolved in anhydrous THF (200 mL) under nitrogen at 0° C. and BH3.THF (1M in THF, 65.3 mL, 65.3 mmol) was added over 15 min. The reaction was maintained at this temperature and after 3 h a further portion of BH3.THF (1M in THF, 10 mL, 10 mmol) was added. After 2 h, MeOH (30 mL) was added and the reaction was warmed to rt. The reaction mixture was partitioned between EtOAc (150 mL) and brine (200 mL). The aqueous layer... The reactants are ClC=1C=CC(=NC1)NC(C1=C(C=CC=C1)N)=O (N-(5-Chloropyridin-2-yl)-2-aminobenzamide), C(C)(C)(C)OC(=O)N1CCC(CC1)OC1=C(C(=O)O)C=CC(=C1)F (2-(1-tert-butoxycarbonylpiperidin-4-yloxy)-4-fluorobenzoic acid), N1=CC=CC=C1 (pyridine), C(C(=O)Cl)(=O)Cl (oxalyl chloride), N1=CC=CC=C1 (pyridine). Reagents/catalysts: CN(C)C=O (DMF). Solvent: C(Cl)Cl (methylene chloride), C(Cl)Cl (methylene chloride). Conditions: time 1.5 hour. The product is FC1=CC(=C(C(=O)NC2=C(C(=O)NC3=NC=C(C=C3)Cl)C=CC=C2)C=C1)OC1CCN(CC1)C(=O)OC(C)(C)C (2-[4-Fluoro-2-(1-tert-butoxycarbonylpiperidin-4-yloxy)benzoylamino]-N-(5-chloropyridin-2-yl)benzamide). Yield: 84.9%. Reaction SMILES: [C:1]([O:5][C:6]([N:8]1[CH2:13][CH2:12][CH:11]([O:14][C:15]2[CH:23]=[C:22]([F:24])[CH:21]=[CH:20][C:16]=2[C:17]([OH:19])=O)[CH2:10][CH2:9]1)=[O:7])([CH3:4])([CH3:3])[CH3:2].N1C=CC=CC=1.C(Cl)(=O)C(Cl)=O.[Cl:37][C:38]1[CH:39]=[CH:40][C:41]([NH:44][C:45](=[O:53])[C:46]2[CH:51]=[CH:50][CH:49]=[CH:48][C:47]=2[NH2:52])=[N:42][CH:43]=1>C(Cl)Cl.CN(C=O)C>[F:24][C:22]1[CH:21]=[CH:20][C:16]([C:17]([NH:52][C:47]2[CH:48]=[CH:49][CH:50]=[CH:51][C:46]=2[C:45]([NH:44][C:41]2[CH:40]=[CH:39][C:38]([Cl:37])=[CH:43][N:42]=2)=[O:53])=[O:19])=[C:15]([O:14][CH:11]2[CH2:12][CH2:13][N:8]([C:6]([O:5][C:1]([CH3:3])([CH3:4])[CH3:2])=[O:7])[CH2:9][CH2:10]2)[CH:23]=1. Reported procedure: The 2-(1-tert-butoxycarbonylpiperidin-4-yloxy)-4-fluorobenzoic acid (507 mg, 2.05 mmol) was diluted with methylene chloride (20 mL). DMF (4 drops) and pyridine (0.2 mL, 2.47 mmol) were added, followed by oxalyl chloride (0.2 mL, 2.29 mmol). Vigorous bubbling occurred. After 1.5 hours, the reaction was concentrated in vacuo. The residue was diluted with methylene chloride (20 mL). N-(5-Chloropyridin-2-yl)-2-aminobenzamide (507 mg, 2.05 mmol) was added, followed by pyridine (0.2 mL, 2.47 mmol). Af... Reactants: CC(C)(C)OC(=O)CNC(=O)C1=C(O)c2cc(Cl)ccc2C2(CCCOC2)C1=O, ClCCl, O=C(O)C(F)(F)F. Yields the product O=C(O)CNC(=O)C1=C(O)c2cc(Cl)ccc2C2(CCCOC2)C1=O. As a reaction SMILES: [Cl:1][c:2]1[cH:3][c:4]2[c:9]([cH:10][cH:11]1)[C:8]1([C:7](=[O:17])[C:6]([C:18](=[O:19])[NH:20][CH2:21][C:22](=[O:23])[O:24][C:25]([CH3:26])([CH3:27])[CH3:28])=[C:5]2[OH:29])[CH2:12][O:13][CH2:14][CH2:15][CH2:16]1.[Cl:37][CH2:38][Cl:39].[F:30][C:31]([F:32])([F:33])[C:34]([OH:35])=[O:36]>>[Cl:1][c:2]1[cH:3][c:4]2[c:9]([cH:10][cH:11]1)[C:8]1([C:7](=[O:17])[C:6]([C:18](=[O:19])[NH:20][CH2:21][C:22](=[O:23])[OH:24])=[C:5]2[OH:29])[CH2:12][O:13][CH2:14][CH2:15][CH2:16]1. Reactants: O=c1[nH]c2ccc(OCc3ccccc3)cc2c2cc(CCO)nn12, CCO, Cl, [H][H]. Product: O=c1[nH]c2ccc(O)cc2c2cc(CCO)nn12. Reaction SMILES: [CH2:1]([c:2]1[cH:3][cH:4][cH:5][cH:6][cH:7]1)[O:8][c:9]1[cH:10][c:11]2[c:12]3[n:13]([c:14](=[O:19])[nH:15][c:16]2[cH:17][cH:18]1)[n:20][c:21]([CH2:23][CH2:24][OH:25])[cH:22]3.[CH3:26][CH2:27][OH:28].[ClH:29].[H:30][H:31]>>[OH:8][c:9]1[cH:10][c:11]2[c:12]3[n:13]([c:14](=[O:19])[nH:15][c:16]2[cH:17][cH:18]1)[n:20][c:21]([CH2:23][CH2:24][OH:25])[cH:22]3.